The task is: describe an organic reaction: reactants, conditions, products, and yield. This data is from the Open Reaction Database (ORD), a public repository of structured organic reaction records. The reactants are ClCCl, Cl, O=C(Cl)c1cc(C(F)(F)F)cc(C(F)(F)F)c1, Nc1ccccc1O, [Na+], [OH-], c1ccncc1. Product: O=C(Nc1ccccc1O)c1cc(C(F)(F)F)cc(C(F)(F)F)c1. Reaction SMILES: [Cl:29][CH2:30][Cl:31].[ClH:26].[F:9][C:10]([c:11]1[cH:12][c:13]([C:14](=[O:15])[Cl:16])[cH:17][c:18]([C:20]([F:21])([F:22])[F:23])[cH:19]1)([F:24])[F:25].[NH2:1][c:2]1[cH:3][cH:4][cH:5][cH:6][c:7]1[OH:8].[Na+:28].[OH-:27].[cH:32]1[cH:33][cH:34][n:35][cH:36][cH:37]1>>[NH:1]([c:2]1[cH:3][cH:4][cH:5][cH:6][c:7]1[OH:8])[C:14]([c:13]1[cH:12][c:11]([C:10]([F:9])([F:24])[F:25])[cH:19][c:18]([C:20]([F:21])([F:22])[F:23])[cH:17]1)=[O:15]. Reactants: [Al+3], CC(C)(C)OC(=O)N1CCC(NC(=O)NC(CO[Si](c2ccccc2)(c2ccccc2)C(C)(C)C)C(=O)O)CC1, [H-], [H-], [H-], [H-], [Li+], C1CCOC1. Product: CC(C)(C)OC(=O)N1CCC(NC(=O)NC(CO)CO[Si](c2ccccc2)(c2ccccc2)C(C)(C)C)CC1. RXN SMILES: [Al+3:2].[C:7]([CH3:8])([CH3:9])([CH3:10])[O:11][C:12](=[O:13])[N:14]1[CH2:15][CH2:16][CH:17]([NH:20][C:21](=[O:22])[NH:23][CH:24]([CH2:25][O:26][Si:27]([c:28]2[cH:29][cH:30][cH:31][cH:32][cH:33]2)([c:34]2[cH:35][cH:36][cH:37][cH:38][cH:39]2)[C:40]([CH3:41])([CH3:42])[CH3:43])[C:44](=[O:45])[OH:46])[CH2:18][CH2:19]1.[H-:1].[H-:4].[H-:5].[H-:6].[Li+:3].[O:47]1[CH2:48][CH2:49][CH2:50][CH2:51]1>>[C:7]([CH3:8])([CH3:9])([CH3:10])[O:11][C:12](=[O:13])[N:14]1[CH2:15][CH2:16][CH:17]([NH:20][C:21](=[O:22])[NH:23][CH:24]([CH2:25][O:26][Si:27]([c:28]2[cH:29][cH:30][cH:31][cH:32][cH:33]2)([c:34]2[cH:35][cH:36][cH:37][cH:38][cH:39]2)[C:40]([CH3:41])([CH3:42])[CH3:43])[CH2:44][OH:45])[CH2:18][CH2:19]1. The reactants are [Li]CCCC, CCCCCC, Cc1ccc2ccoc2c1C, [Cl-], CCCC[Sn](Cl)(CCCC)CCCC, [NH4+], C1CCOC1. Yields the product CCCC[Sn](CCCC)(CCCC)c1cc2ccc(C)c(C)c2o1. RXN SMILES: [CH2:1]([Li:2])[CH2:3][CH2:4][CH3:5].[CH3:38][CH2:39][CH2:40][CH2:41][CH2:42][CH3:43].[CH3:6][c:7]1[c:8]([CH3:16])[c:9]2[c:10]([cH:11][cH:12][o:13]2)[cH:14][cH:15]1.[Cl-:31].[Cl:17][Sn:18]([CH2:19][CH2:20][CH2:21][CH3:22])([CH2:23][CH2:24][CH2:25][CH3:26])[CH2:27][CH2:28][CH2:29][CH3:30].[NH4+:32].[O:33]1[CH2:34][CH2:35][CH2:36][CH2:37]1>>[CH3:6][c:7]1[c:8]([CH3:16])[c:9]2[c:10]([cH:11][c:12]([Sn:18]([CH2:19][CH2:20][CH2:21][CH3:22])([CH2:23][CH2:24][CH2:25][CH3:26])[CH2:27][CH2:28][CH2:29][CH3:30])[o:13]2)[cH:14][cH:15]1. Reactants: B, OC(CN=C1CN(C(c2ccccc2)c2ccccc2)C1)COc1ccc(OCc2ccccc2)cc1, C1CCOC1, C1CCOC1. Yields the product OC(CNC1CN(C(c2ccccc2)c2ccccc2)C1)COc1ccc(OCc2ccccc2)cc1. RXN SMILES: [BH3:43].[CH:1]([c:2]1[cH:3][cH:4][cH:5][cH:6][cH:7]1)([c:8]1[cH:9][cH:10][cH:11][cH:12][cH:13]1)[N:14]1[CH2:15][C:16](=[N:18][CH2:19][CH:20]([CH2:21][O:22][c:23]2[cH:24][cH:25][c:26]([O:29][CH2:30][c:31]3[cH:32][cH:33][cH:34][cH:35][cH:36]3)[cH:27][cH:28]2)[OH:37])[CH2:17]1.[O:38]1[CH2:39][CH2:40][CH2:41][CH2:42]1.[O:44]1[CH2:45][CH2:46][CH2:47][CH2:48]1>>[CH:1]([c:2]1[cH:3][cH:4][cH:5][cH:6][cH:7]1)([c:8]1[cH:9][cH:10][cH:11][cH:12][cH:13]1)[N:14]1[CH2:15][CH:16]([NH:18][CH2:19][CH:20]([CH2:21][O:22][c:23]2[cH:24][cH:25][c:26]([O:29][CH2:30][c:31]3[cH:32][cH:33][cH:34][cH:35][cH:36]3)[cH:27][cH:28]2)[OH:37])[CH2:17]1. Starting materials: O=C([O-])[O-], CCOC(C)=O, CN(C)C=O, [Cs+], [Cs+], CCI, Nc1ncnc2[nH]nc(I)c12. The product is CCn1nc(I)c2c(N)ncnc21. As a reaction SMILES: [C:12](=[O:13])([O-:14])[O-:15].[CH3:21][CH2:22][O:23][C:24]([CH3:25])=[O:26].[CH3:27][N:28]([CH3:29])[CH:30]=[O:31].[Cs+:16].[Cs+:17].[I:18][CH2:19][CH3:20].[I:1][c:2]1[n:3][nH:4][c:5]2[n:6][cH:7][n:8][c:9]([NH2:11])[c:10]12>>[I:1][c:2]1[n:3][n:4]([CH2:19][CH3:20])[c:5]2[n:6][cH:7][n:8][c:9]([NH2:11])[c:10]12.